This data is from the Open Reaction Database (ORD), a public repository of structured organic reaction records. The task is: describe an organic reaction: reactants, conditions, products, and yield Starting materials: CC1CCCC(C)N1, Clc1cc(Cl)ncn1. Yields the product CC1CCCC(C)N1c1cc(Cl)ncn1. Reaction SMILES: [CH3:9][CH:10]1[NH:11][CH:12]([CH3:16])[CH2:13][CH2:14][CH2:15]1.[Cl:1][c:2]1[n:3][cH:4][n:5][c:6]([Cl:8])[cH:7]1>>[c:2]1([N:11]2[CH:10]([CH3:9])[CH2:15][CH2:14][CH2:13][CH:12]2[CH3:16])[n:3][cH:4][n:5][c:6]([Cl:8])[cH:7]1. Starting materials: C(C)(C)(C)OC(C(CN)C1=CC=CC=C1)=O (3-amino-2-phenyl-propionic acid tert-butyl ester), COC(=O)C=1N=C(C2=CC(=CC=C2C1O)OC1=CC=CC=C1)C#N (1-cyano-4-hydroxy-7-phenoxy-isoquinoline-3-carboxylic acid methyl ester), C1CCC2=NCCCN2CC1 (DBU). Solvent: CC(=O)N(C)C (DMA). Conditions: temperature 150 celsius. The product is C(C)(C)(C)OC(C(CNC(=O)C=1N=C(C2=CC(=CC=C2C1O)OC1=CC=CC=C1)C#N)C1=CC=CC=C1)=O (3-[(1-Cyano-4-hydroxy-7-phenoxy-isoquinoline-3-carbonyl)-amino]-2-phenyl-propionic acid tert-butyl ester). Yield: 72.5%. RXN SMILES: [C:1]([O:5][C:6](=[O:16])[CH:7]([C:10]1[CH:15]=[CH:14][CH:13]=[CH:12][CH:11]=1)[CH2:8][NH2:9])([CH3:4])([CH3:3])[CH3:2].C[O:18][C:19]([C:21]1[N:22]=[C:23]([C:39]#[N:40])[C:24]2[C:29]([C:30]=1[OH:31])=[CH:28][CH:27]=[C:26]([O:32][C:33]1[CH:38]=[CH:37][CH:36]=[CH:35][CH:34]=1)[CH:25]=2)=O.C1CCN2C(=NCCC2)CC1>CC(N(C)C)=O>[C:1]([O:5][C:6](=[O:16])[CH:7]([C:10]1[CH:11]=[CH:12][CH:13]=[CH:14][CH:15]=1)[CH2:8][NH:9][C:19]([C:21]1[N:22]=[C:23]([C:39]#[N:40])[C:24]2[C:29]([C:30]=1[OH:31])=[CH:28][CH:27]=[C:26]([O:32][C:33]1[CH:38]=[CH:37][CH:36]=[CH:35][CH:34]=1)[CH:25]=2)=[O:18])([CH3:4])([CH3:2])[CH3:3]. Procedure details: A mixture of 3-amino-2-phenyl-propionic acid tert-butyl ester (108 mg), 1-cyano-4-hydroxy-7-phenoxy-isoquinoline-3-carboxylic acid methyl ester (52 mg) and DBU (0.036 mL) in DMA (0.5 mL) was heated in an oil bath (150° C.) for 1.5 h. After cooling, the reaction mixture was partitioned between EtOAc and diluted HCl solution; EtOAc phase was separated and washed with water, diluted NaCl solution respectively and dried over anhydrous sodium sulfate solution, filtered, concentrated and silica gel co...